Task: describe an organic reaction: reactants, conditions, products, and yield. Dataset: the Open Reaction Database (ORD), a public repository of structured organic reaction records The reactants are CN1CCN(CC1)CC1=CC=C(C(=O)NC=2C=NC(=C(C2)NC2=NC=CC(=N2)C=2C=NC=CC2)C)C=C1 (4-[(4-methylpiperazin-1-yl) methyl]-N-{6-methyl-5-[(4-(pyrid-3-yl)pyrimid-2-yl)amino]pyrid-3-yl}benzamide), CS(=O)(=O)O (methanesulfonic acid). The product is CS(=O)(=O)O.CN1CCN(CC1)CC1=CC=C(C(=O)NC=2C=NC(=C(C2)NC2=NC=CC(=N2)C=2C=NC=CC2)C)C=C1 (4-[(4-methylpiperazin-1-yl)methyl]-N-{6-methyl-5-[(4-(pyrid-3-yl)pyrimid-2-yl)amino]pyrid-3-yl} benzamide methanesulfonic acid salt). Isolated yield 92.1%. Reaction SMILES: [CH3:1][N:2]1[CH2:7][CH2:6][N:5]([CH2:8][C:9]2[CH:37]=[CH:36][C:12]([C:13]([NH:15][C:16]3[CH:17]=[N:18][C:19]([CH3:35])=[C:20]([NH:22][C:23]4[N:28]=[C:27]([C:29]5[CH:30]=[N:31][CH:32]=[CH:33][CH:34]=5)[CH:26]=[CH:25][N:24]=4)[CH:21]=3)=[O:14])=[CH:11][CH:10]=2)[CH2:4][CH2:3]1.[CH3:38][S:39]([OH:42])(=[O:41])=[O:40]>>[CH3:38][S:39]([OH:42])(=[O:41])=[O:40].[CH3:1][N:2]1[CH2:7][CH2:6][N:5]([CH2:8][C:9]2[CH:10]=[CH:11][C:12]([C:13]([NH:15][C:16]3[CH:17]=[N:18][C:19]([CH3:35])=[C:20]([NH:22][C:23]4[N:28]=[C:27]([C:29]5[CH:30]=[N:31][CH:32]=[CH:33][CH:34]=5)[CH:26]=[CH:25][N:24]=4)[CH:21]=3)=[O:14])=[CH:36][CH:37]=2)[CH2:4][CH2:3]1 |f:2.3|. Procedure details: To a flask was added 4-[(4-methylpiperazin-1-yl) methyl]-N-{6-methyl-5-[(4-(pyrid-3-yl)pyrimid-2-yl)amino]pyrid-3-yl}benzamide (2.0 g), methanesulfonic acid (0.40 g) and purified water (100 mL). After the solution was clear, the reaction mixture was filtrated and the filtrate was freeze-dried to give 4-[(4-methylpiperazin-1-yl)methyl]-N-{6-methyl-5-[(4-(pyrid-3-yl)pyrimid-2-yl)amino]pyrid-3-yl} benzamide methanesulfonic acid salt (2.2 g). Starting materials: CC(=O)O, CO, O=[N+]([O-])c1ccc2ncnc(Nc3ccc(OCc4cccc(F)c4)c(Cl)c3)c2c1, [Fe]. Product: Nc1ccc2ncnc(Nc3ccc(OCc4cccc(F)c4)c(Cl)c3)c2c1. As a reaction SMILES: [CH3:31][C:32](=[O:33])[OH:34].[CH3:36][OH:37].[Cl:1][c:2]1[cH:3][c:4]([NH:17][c:18]2[n:19][cH:20][n:21][c:22]3[cH:23][cH:24][c:25]([N+:28]([O-:29])=[O:30])[cH:26][c:27]23)[cH:5][cH:6][c:7]1[O:8][CH2:9][c:10]1[cH:11][c:12]([F:16])[cH:13][cH:14][cH:15]1.[Fe:35]>>[Cl:1][c:2]1[cH:3][c:4]([NH:17][c:18]2[n:19][cH:20][n:21][c:22]3[cH:23][cH:24][c:25]([NH2:28])[cH:26][c:27]23)[cH:5][cH:6][c:7]1[O:8][CH2:9][c:10]1[cH:11][c:12]([F:16])[cH:13][cH:14][cH:15]1.